This data is from the Open Reaction Database (ORD), a public repository of structured organic reaction records. The task is: describe an organic reaction: reactants, conditions, products, and yield Reactants: C(C)OC(CN1N=C(C=C1)N)=O ((3-amino-pyrazol-1-yl)-acetic acid ethyl ester), ClC1=CC=C(S1)C(=O)O (5-chlorothiophene-2-carboxylic acid). Solvent: C1CCOC1 (THF). The product is C(C)OC(CN1N=C(C=C1)NC(=O)C=1SC(=CC1)Cl)=O ({3-[(5-chloro-thiophene-2-carbonyl)-amino]-pyrazol-1-yl}-acetic acid ethyl ester). Reaction SMILES: [CH2:1]([O:3][C:4](=[O:12])[CH2:5][N:6]1[CH:10]=[CH:9][C:8]([NH2:11])=[N:7]1)[CH3:2].[Cl:13][C:14]1[S:18][C:17]([C:19](O)=[O:20])=[CH:16][CH:15]=1>C1COCC1>[CH2:1]([O:3][C:4](=[O:12])[CH2:5][N:6]1[CH:10]=[CH:9][C:8]([NH:11][C:19]([C:17]2[S:18][C:14]([Cl:13])=[CH:15][CH:16]=2)=[O:20])=[N:7]1)[CH3:2]. Procedure details: 57.2 Using general method A, with THF instead of DMF as solvent, (3-amino-pyrazol-1-yl)-acetic acid ethyl ester was coupled with 5-chlorothiophene-2-carboxylic acid to give {3-[(5-chloro-thiophene-2-carbonyl)-amino]-pyrazol-1-yl}-acetic acid ethyl ester. Light yellow solid. MS 314.0 ([M+H]+) Reactants: CC(=O)O, O=C(OO)c1cccc(Cl)c1, Clc1ccnc2[nH]cnc12. Product: [O-][n+]1ccc(Cl)c2nc[nH]c21. As a reaction SMILES: [CH3:22][C:23](=[O:24])[OH:25].[Cl:11][c:12]1[cH:13][cH:14][cH:15][c:16]([C:17]([O:18][OH:20])=[O:19])[cH:21]1.[Cl:1][c:2]1[c:3]2[c:4]([n:5][cH:6][cH:7]1)[nH:8][cH:9][n:10]2>>[Cl:1][c:2]1[c:3]2[c:4]([n+:5]([O-:19])[cH:6][cH:7]1)[nH:8][cH:9][n:10]2. Starting materials: ClC1=C(C=CC(=C1)Cl)NC1=NC=C(C(=N1)C(F)(F)F)C(=O)O (2-(2,4-dichlorophenylamino)-4-trifluoromethyl-pyrimidine-5-carboxylic acid), C(C)N1CCOCC1 (N-ethylmorpholine), NCC1CCOCC1 (4-aminomethyltetrahydropyran), O.ON1N=NC2=C1C=CC=C2 (1-hydroxybenzotriazole hydrate), Cl.CN(CCCN=C=NCC)C (1-(3-dimethylamino-propyl)-3-ethylcarbodiimide hydrochloride). The solvent is CN(C=O)C (dimethylformamide). Reaction conditions: time 3 hour. Product: O1CCC(CC1)CNC(=O)C=1C(=NC(=NC1)NC1=C(C=C(C=C1)Cl)Cl)C(F)(F)F (2-(2,4-Dichlorophenylamino)-4-trifluoromethyl-pyrimidine-5-carboxylic acid (tetrahydro-pyran-4-ylmethyl)-amide). Yield: 88.8%. Reaction SMILES: [Cl:1][C:2]1[CH:7]=[C:6]([Cl:8])[CH:5]=[CH:4][C:3]=1[NH:9][C:10]1[N:15]=[C:14]([C:16]([F:19])([F:18])[F:17])[C:13]([C:20]([OH:22])=O)=[CH:12][N:11]=1.C(N1CCOCC1)C.[NH2:31][CH2:32][CH:33]1[CH2:38][CH2:37][O:36][CH2:35][CH2:34]1.O.ON1C2C=CC=CC=2N=N1.Cl.CN(C)CCCN=C=NCC>CN(C)C=O>[O:36]1[CH2:37][CH2:38][CH:33]([CH2:32][NH:31][C:20]([C:13]2[C:14]([C:16]([F:17])([F:19])[F:18])=[N:15][C:10]([NH:9][C:3]3[CH:4]=[CH:5][C:6]([Cl:8])=[CH:7][C:2]=3[Cl:1])=[N:11][CH:12]=2)=[O:22])[CH2:34][CH2:35]1 |f:3.4,5.6|. Procedure: To a solution of 2-(2,4-dichlorophenylamino)-4-trifluoromethyl-pyrimidine-5-carboxylic acid (30 mg) in dimethylformamide (2 ml) was added successively N-ethylmorpholine (33 μl), 4-aminomethyltetrahydropyran (12 mg), 1-hydroxybenzotriazole hydrate (18 mg) and 1-(3-dimethylamino-propyl)-3-ethylcarbodiimide hydrochloride (20 mg). The solution was stirred for 3 h and allowed to stand overnight. Dimethylformamide was removed under reduced pressure and ethyl acetate (5 ml) added. The solution was wash... The reactants are C(C1=CC=CC=C1)OC(=O)N1[C@H](C(=O)O)C[C@H](C1)O (N-benzyloxycarbonyl-4-hydroxy-L-trans-proline), C([O-])([O-])=O.[Cs+].[Cs+] (caesium carbonate), IC (Iodomethane). Run in CO (methanol). Reaction conditions: time 30 minute. Yields the product COC([C@H]1N(C[C@@H](C1)O)C(=O)OCC1=CC=CC=C1)=O (N-Benzyloxycarbonyl-4-hydroxy-L-trans-proline methyl ester). RXN SMILES: [CH2:1]([O:8][C:9]([N:11]1[CH2:18][C@H:17]([OH:19])[CH2:16][C@H:12]1[C:13]([OH:15])=[O:14])=[O:10])[C:2]1[CH:7]=[CH:6][CH:5]=[CH:4][CH:3]=1.[C:20](=O)([O-])[O-].[Cs+].[Cs+].IC>CO>[CH3:20][O:14][C:13](=[O:15])[C@@H:12]1[CH2:16][C@@H:17]([OH:19])[CH2:18][N:11]1[C:9]([O:8][CH2:1][C:2]1[CH:7]=[CH:6][CH:5]=[CH:4][CH:3]=1)=[O:10] |f:1.2.3|. Procedure: A solution of N-benzyloxycarbonyl-4-hydroxy-L-trans-proline 9 (47.5 g; 179 mmol) in anhydrous methanol (900 ml) is adjusted to pH=9.0-9.5 using caesium carbonate. The mixture is subsequently stirred at room temperature for 30 min., and then concentrated. After having been dried for 30 minutes under high vacuum, the residue is taken up in anhydrous N,N-dimethylformamide (900 ml). Iodomethane (28.0 g; 197 mmol) is added, and the mixture is stirred at room temperature for 21 h. The solution is conc... Starting materials: OC(=CC(C(=O)OCC)=O)C1=CC(=C(C(=C1)OC)OC)OC (Ethyl 4-hydroxy-2-oxo-4-(3,4,5-trimethoxyphenyl)-3-butenoate), Cl.C(C1=CC=CC=C1)NN (benzylhydrazine hydrochloride). The product is C(C1=CC=CC=C1)N1N=C(C=C1C1=CC(=C(C(=C1)OC)OC)OC)C(=O)OCC (Ethyl 1-Benzyl-5-(3,4,5-trimethoxyphenyl)-pyrazole-3-carboxylate). As a reaction SMILES: O[C:2]([C:11]1[CH:16]=[C:15]([O:17][CH3:18])[C:14]([O:19][CH3:20])=[C:13]([O:21][CH3:22])[CH:12]=1)=[CH:3][C:4](=O)[C:5]([O:7][CH2:8][CH3:9])=[O:6].Cl.[CH2:24]([NH:31][NH2:32])[C:25]1[CH:30]=[CH:29][CH:28]=[CH:27][CH:26]=1>>[CH2:24]([N:31]1[C:2]([C:11]2[CH:16]=[C:15]([O:17][CH3:18])[C:14]([O:19][CH3:20])=[C:13]([O:21][CH3:22])[CH:12]=2)=[CH:3][C:4]([C:5]([O:7][CH2:8][CH3:9])=[O:6])=[N:32]1)[C:25]1[CH:30]=[CH:29][CH:28]=[CH:27][CH:26]=1 |f:1.2|. Procedure details: Ethyl 4-hydroxy-2-oxo-4-(3,4,5-trimethoxyphenyl)-3-butenoate (3.12 g) and benzylhydrazine hydrochloride (1.59 g) were treated in the same manner as in Preparation Example 26 to obtain the title compound. Starting materials: resultant solution, BrC=1C=C(C=CC1)NC(=O)C=1SC(=C(C1)[N+](=O)[O-])SC1=CC=C(C=C1)N (5-(4-Amino-phenylsulfanyl)-4-nitro-thiophene-2-carboxylic acid (3-bromo-phenyl)-amide), ClC(=O)OCC(Cl)(Cl)Cl (2,2,2-trichloroethyl chloroformate), N1=CC=CC=C1 (pyridine). Solvent: ClCCl (dichloromethane). Run at time 30 minute. Yields the product ClC(COC(NC1=CC=C(C=C1)SC=1SC(=CC1N)C(NC1=CC(=CC=C1)Br)=O)=O)(Cl)Cl ({4-[3-Amino-5-(3-bromo-phenylcarbamoyl)-thiophen-2-ylsulfanyl]-phenyl}-carbamic acid 2,2,2-trichloro-ethyl ester). Reaction SMILES: [Br:1][C:2]1[CH:3]=[C:4]([NH:8][C:9]([C:11]2[S:12][C:13]([S:19][C:20]3[CH:25]=[CH:24][C:23]([NH2:26])=[CH:22][CH:21]=3)=[C:14]([N+:16]([O-])=O)[CH:15]=2)=[O:10])[CH:5]=[CH:6][CH:7]=1.N1C=CC=CC=1.Cl[C:34]([O:36][CH2:37][C:38]([Cl:41])([Cl:40])[Cl:39])=[O:35]>ClCCl>[Cl:39][C:38]([Cl:41])([Cl:40])[CH2:37][O:36][C:34](=[O:35])[NH:26][C:23]1[CH:24]=[CH:25][C:20]([S:19][C:13]2[S:12][C:11]([C:9](=[O:10])[NH:8][C:4]3[CH:5]=[CH:6][CH:7]=[C:2]([Br:1])[CH:3]=3)=[CH:15][C:14]=2[NH2:16])=[CH:21][CH:22]=1. Procedure details: To the product from Example 356C dissolved in dichloromethane was added pyridine followed by the dropwise addition of 2,2,2-trichloroethyl chloroformate. The resultant solution was stirred for 4 hours and then concentrated under vacuum. The mixture was then poured into water, the pH of the solution adjusted to 5 with 1N aqueous hydrochloric acid, the resultant solution stirred for 30 minutes and the resultant solid collected and dried followed by reduction of the nitro group according to the pro...